describe an organic reaction: reactants, conditions, products, and yield From a dataset of the Open Reaction Database (ORD), a public repository of structured organic reaction records. Reactants: BrC=1C=C2C(=C(C=NC2=CC1)C(=O)C1CC1)NC1=CC=C(C=C1)C(CN(C)C)O ({6-bromo-4-[4-(2-(dimethylamino)-1-hydroxyethyl)phenylamino]quinolin-3-yl}(cyclopropyl)methanone), ClC1=C(C(=CC(=C1)B1OC(C(O1)(C)C)(C)C)Cl)O (2,6-dichloro-4-(4,4,5,5-tetramethyl-1,3,2-dioxaborolan-2-yl)phenol). Product: C1(CC1)C(=O)C=1C=NC2=CC=C(C=C2C1NC1=CC=C(C=C1)C(CN(C)C)O)C1=CC(=C(C(=C1)Cl)O)Cl (Cyclopropyl{6-(3,5-dichloro-4-hydroxyphenyl)-4-[4-(2-(dimethylamino)-1-hydroxyethyl)phenylamino]quinolin-3-yl}methanone). The yield is 69.5%. As a reaction SMILES: Br[C:2]1[CH:3]=[C:4]2[C:9](=[CH:10][CH:11]=1)[N:8]=[CH:7][C:6]([C:12]([CH:14]1[CH2:16][CH2:15]1)=[O:13])=[C:5]2[NH:17][C:18]1[CH:23]=[CH:22][C:21]([CH:24]([OH:29])[CH2:25][N:26]([CH3:28])[CH3:27])=[CH:20][CH:19]=1.[Cl:30][C:31]1[CH:36]=[C:35](B2OC(C)(C)C(C)(C)O2)[CH:34]=[C:33]([Cl:46])[C:32]=1[OH:47]>>[CH:14]1([C:12]([C:6]2[CH:7]=[N:8][C:9]3[C:4]([C:5]=2[NH:17][C:18]2[CH:23]=[CH:22][C:21]([CH:24]([OH:29])[CH2:25][N:26]([CH3:27])[CH3:28])=[CH:20][CH:19]=2)=[CH:3][C:2]([C:35]2[CH:36]=[C:31]([Cl:30])[C:32]([OH:47])=[C:33]([Cl:46])[CH:34]=2)=[CH:11][CH:10]=3)=[O:13])[CH2:16][CH2:15]1. Reported procedure: Following general procedure F, {6-bromo-4-[4-(2-(dimethylamino)-1-hydroxyethyl)phenylamino]quinolin-3-yl}(cyclopropyl)methanone (50 mg, 0.110 mmol) was reacted with 2,6-dichloro-4-(4,4,5,5-tetramethyl-1,3,2-dioxaborolan-2-yl)phenol (48 mg, 0.165 mmol) to afford the desired product (41 mg, 69%) as a yellow solid: 1H NMR (300 MHz, CD3OD+TFA-d) δ 9.38 (s, 1H), 8.22 (dd, J=8.8, 2.0 Hz, 1H), 8.07-7.98 (m, 2H), 7.65 (d, J=8.4 Hz, 2H), 7.48 (d, J=8.4 Hz, 2H), 7.38 (s, 2H), 5.18 (dd, J=9.8, 4.3 Hz, 1H),... Starting materials: Cl.CC=1N=CNC1CO (4-methyl-5-imidazolemethanol hydrochloride), C([O-])([O-])=O.[K+].[K+] (potassium carbonate), [Si](C1=CC=CC=C1)(C1=CC=CC=C1)(C(C)(C)C)Cl (t-butyldiphenylsilylchloride), ClCCl.CO (dichloromethane methanol). Run in CN(C=O)C (dimethylformamide). Run at time 3 hour. Yields the product [Si](C1=CC=CC=C1)(C1=CC=CC=C1)(C(C)(C)C)OCC1=C(N=CN1)C (5-(t-butyldiphenylsilyloxymethyl)-4-methylimidazole). The yield is 25.5%. As a reaction SMILES: Cl.[CH3:2][C:3]1[N:4]=[CH:5][NH:6][C:7]=1[CH2:8][OH:9].C(=O)([O-])[O-].[K+].[K+].[Si:16](Cl)([C:29]([CH3:32])([CH3:31])[CH3:30])([C:23]1[CH:28]=[CH:27][CH:26]=[CH:25][CH:24]=1)[C:17]1[CH:22]=[CH:21][CH:20]=[CH:19][CH:18]=1.ClCCl.CO>CN(C)C=O>[Si:16]([O:9][CH2:8][C:7]1[NH:6][CH:5]=[N:4][C:3]=1[CH3:2])([C:29]([CH3:32])([CH3:31])[CH3:30])([C:23]1[CH:24]=[CH:25][CH:26]=[CH:27][CH:28]=1)[C:17]1[CH:22]=[CH:21][CH:20]=[CH:19][CH:18]=1 |f:0.1,2.3.4,6.7|. Procedure details: To 2.0 g(13.5 mmol) of 4-methyl-5-imidazolemethanol hydrochloride and 1.95 g(14.17 mmol) of potassium carbonate in 20 ml of dimethylformamide was added 3.88 g(14.17 mmol) of t-butyldiphenylsilylchloride was added dropwise thereto, and the resulting mixture was stirred for 3 hours. The solvent was removed under reduced pressure and the residue was dissolved in 20 ml of ethylacetate. The organic layer was washed with 20 ml of saturated aqueous sodium bicarbonate solution, dried over anhydrous magn... Starting materials: COC(=O)C1=CN(C(C=C1)=O)C1=CC=CC=C1 (methyl-6-oxo-1-phenyl-1,6-dihydropyridine-3-carboxylate), O.[OH-].[Li+] (lithium hydroxide monohydrate). Solvent: O.O1CCCC1 (tetrahydrofuran water). Yields the product O=C1C=CC(=CN1C1=CC=CC=C1)C(=O)O (6-oxo-1-phenyl-1,6-dihydropyridine-3-carboxylic acid). RXN SMILES: C[O:2][C:3]([C:5]1[CH:10]=[CH:9][C:8](=[O:11])[N:7]([C:12]2[CH:17]=[CH:16][CH:15]=[CH:14][CH:13]=2)[CH:6]=1)=[O:4].O.[OH-].[Li+]>O.O1CCCC1>[O:11]=[C:8]1[N:7]([C:12]2[CH:13]=[CH:14][CH:15]=[CH:16][CH:17]=2)[CH:6]=[C:5]([C:3]([OH:4])=[O:2])[CH:10]=[CH:9]1 |f:1.2.3,4.5|. Procedure details: 6-Hydroxynicotinic acid (4) reacts with thionyl chloride and methanol to give methyl-6-oxo-1,6-dihydropyridine-3-carboxylate (5), which is coupled with phenylboronic acid in the presence of copper(II) acetate monohydrate, pyridine and molecular sieves in dichloromethane to give methyl-6-oxo-1-phenyl-1,6-dihydropyridine-3-carboxylate (6). Compound 6 is hydrolyzed with lithium hydroxide monohydrate in tetrahydrofuran water, to give 6-oxo-1-phenyl-1,6-dihydropyridine-3-carboxylic acid 7. Acid 7 rea...